Dataset: the Open Reaction Database (ORD), a public repository of structured organic reaction records. Task: describe an organic reaction: reactants, conditions, products, and yield Starting materials: Cc1c(OS(=O)(=O)C(F)(F)F)c([N+](=O)[O-])c2n(c1=O)CCS2, Cc1ccccc1, C[Si](C)(C)c1ccc(N)c(F)c1, [K+], [K+], [K+], O=P([O-])([O-])[O-]. Reaction SMILES: [CH3:1][c:2]1[c:3]([O:15][S:16]([C:17]([F:18])([F:19])[F:20])(=[O:21])=[O:22])[c:4]([N+:12](=[O:13])[O-:14])[c:5]2[n:6]([c:7]1=[O:8])[CH2:9][CH2:10][S:11]2.[CH3:43][c:44]1[cH:45][cH:46][cH:47][cH:48][cH:49]1.[F:23][c:24]1[c:25]([NH2:34])[cH:26][cH:27][c:28]([Si:30]([CH3:31])([CH3:32])[CH3:33])[cH:29]1.[K+:40].[K+:41].[K+:42].[P:35]([O-:36])([O-:37])([O-:38])=[O:39]>>[CH3:1][c:2]1[c:3]([NH:34][c:25]2[c:24]([F:23])[cH:29][c:28]([Si:30]([CH3:31])([CH3:32])[CH3:33])[cH:27][cH:26]2)[c:4]([N+:12](=[O:13])[O-:14])[c:5]2[n:6]([c:7]1=[O:8])[CH2:9][CH2:10][S:11]2. The product is Cc1c(Nc2ccc([Si](C)(C)C)cc2F)c([N+](=O)[O-])c2n(c1=O)CCS2. Reactants: O=C1C(CN(C2=C(N1)C=CC=C2)C2CCCCC2)NC(=O)OC(C)(C)C (2-Oxo-3-tert-butoxycarbonylamino-5-cyclohexyl-1,3,4,5-tetrahydro-2H-1,5-benzodiazepine), O (Water), C(C)(C)(C)NC(CBr)=O (N-tert-butyl-2-bromoacetamide), [OH-].[Na+] (sodium hydroxide). Reagents/catalysts: [Br-].C(CCC)[N+](CCCC)(CCCC)CCCC (tetra n-butylammonium bromide). The solvent is C(C)(=O)OCC (ethyl acetate), C1(=CC=CC=C1)C (toluene). Conditions: time 8 hour. Yields the product C(C)(C)(C)NC(=O)CN1C(C(CN(C2=C1C=CC=C2)C2CCCCC2)NC(=O)OC(C)(C)C)=O (1-(N-tert-butyl)carbamoylmethyl-2-oxo-3-tert-butoxycarbonylamino-5-cyclohexyl-1,3,4,5-tetrahydro-2H-1,5-benzodiazepine). Isolated yield 82.9%. Reaction SMILES: [O:1]=[C:2]1[NH:8][C:7]2[CH:9]=[CH:10][CH:11]=[CH:12][C:6]=2[N:5]([CH:13]2[CH2:18][CH2:17][CH2:16][CH2:15][CH2:14]2)[CH2:4][CH:3]1[NH:19][C:20]([O:22][C:23]([CH3:26])([CH3:25])[CH3:24])=[O:21].[C:27]([NH:31][C:32](=[O:35])[CH2:33]Br)([CH3:30])([CH3:29])[CH3:28].[OH-].[Na+].O>C1(C)C=CC=CC=1.[Br-].C([N+](CCCC)(CCCC)CCCC)CCC.C(OCC)(=O)C>[C:27]([NH:31][C:32]([CH2:33][N:8]1[C:7]2[CH:9]=[CH:10][CH:11]=[CH:12][C:6]=2[N:5]([CH:13]2[CH2:18][CH2:17][CH2:16][CH2:15][CH2:14]2)[CH2:4][CH:3]([NH:19][C:20]([O:22][C:23]([CH3:26])([CH3:25])[CH3:24])=[O:21])[C:2]1=[O:1])=[O:35])([CH3:30])([CH3:29])[CH3:28] |f:2.3,6.7|. Reported procedure: 2-Oxo-3-tert-butoxycarbonylamino-5-cyclohexyl-1,3,4,5-tetrahydro-2H-1,5-benzodiazepine (1.0 g) was suspended in toluene (25 ml), N-tert-butyl-2-bromoacetamide (1.14 g), 1N aqueous sodium hydroxide (15 ml) and tetra n-butylammonium bromide (90 mg) were added thereto, and the mixture was stirred at room temperature overnight. Water and ethyl acetate were added to the reaction mixture, separated. The aqueous layer was extracted with ethyl acetate, the ethyl acetate extract was combined with the for...